Dataset: the Open Reaction Database (ORD), a public repository of structured organic reaction records. Task: describe an organic reaction: reactants, conditions, products, and yield Starting materials: OCCOCCN1C(C(=C(C1=O)C)C)=O (N-(5-hydroxy-3-oxapentyl)dimethylmaleimide), ClCC(=O)O (chloroacetic acid), S(O)(O)(=O)=O (sulfuric acid). Solvent: C1(=CC=CC=C1)C (toluene). The product is ClCC(=O)OCCOCCN1C(C(=C(C1=O)C)C)=O (N-(chloromethylcarbonyloxy-3-oxapentyl)dimethylmaleimide). RXN SMILES: [OH:1][CH2:2][CH2:3][O:4][CH2:5][CH2:6][N:7]1[C:11](=[O:12])[C:10]([CH3:13])=[C:9]([CH3:14])[C:8]1=[O:15].[Cl:16][CH2:17][C:18](O)=[O:19].S(=O)(=O)(O)O>C1(C)C=CC=CC=1>[Cl:16][CH2:17][C:18]([O:1][CH2:2][CH2:3][O:4][CH2:5][CH2:6][N:7]1[C:11](=[O:12])[C:10]([CH3:13])=[C:9]([CH3:14])[C:8]1=[O:15])=[O:19]. Procedure: A mixture of 90.6 g (0.41 mole) of N-(5-hydroxy-3-oxapentyl)dimethylmaleimide, 46.6 g of chloroacetic acid, 4.8 g of concentrated sulfuric acid and 400 ml of toluene are reacted and worked up as described in Example 1, affording 112 g of a slightly yellowish liquid.